Dataset: the Open Reaction Database (ORD), a public repository of structured organic reaction records. Task: describe an organic reaction: reactants, conditions, products, and yield Starting materials: CC1CCC(C2=CC=CC=C12)=O (4-methyl-1-tetralone), C(C)OC(N(C)C)OCC (N,N-dimethylformamide diethyl acetal). Yields the product CN(C)C=C1C(C2=CC=CC=C2C(C1)C)=O (3,4-dihydro-2-(dimethylaminomethylene)-4-methyl-1(2H)-naphthalenone), desired product. RXN SMILES: [CH3:1][CH:2]1[C:11]2[C:6](=[CH:7][CH:8]=[CH:9][CH:10]=2)[C:5](=[O:12])[CH2:4][CH2:3]1.C(O[CH:16](OCC)[N:17]([CH3:19])[CH3:18])C>>[CH3:16][N:17]([CH:19]=[C:4]1[CH2:3][CH:2]([CH3:1])[C:11]2[C:6](=[CH:7][CH:8]=[CH:9][CH:10]=2)[C:5]1=[O:12])[CH3:18]. Procedure details: The 3,4-dihydro-2-(dimethylaminomethylene)-4-methyl-1(2H)-naphthalenone starting material was prepared from 4-methyl-1-tetralone (4.0 g, 25 mmol) and N,N-dimethylformamide diethyl acetal (17 ml, 100 mmol) to give the desired product as a thick yellow oil (4.53 g). δH (CDCl3) 8.03 (1H, dd, J 7.7, 1.5 Hz), 7.77 (1H, s), 7.39 (1H, td, J 7.4, 1.5 Hz), 7.29 (1H, td, J 7.5, 1.3 Hz), 7.20 (1H, dm, J 7.5 Hz), 3.12 (6H, s), 3.10-2.90 (2H, m), 2.75 (1H, apparent q, 6.9 Hz) and 1.30 (3H, d, J 6.9 Hz). MS (... Starting materials: Cc1ccc(S(=O)(=O)O)cc1, Cc1ccccc1, CC(=O)c1ccc(Cn2cc([N+](=O)[O-])cn2)o1, N#N, O, OCCO. Yields the product CC1(c2ccc(Cn3cc([N+](=O)[O-])cn3)o2)OCCO1. RXN SMILES: [CH3:24][c:25]1[cH:26][cH:27][c:28]([S:29]([OH:30])(=[O:31])=[O:32])[cH:33][cH:34]1.[CH3:35][c:36]1[cH:37][cH:38][cH:39][cH:40][cH:41]1.[N+:3](=[O:4])([O-:5])[c:6]1[cH:7][n:8][n:9]([CH2:11][c:12]2[cH:13][cH:14][c:15]([C:17]([CH3:18])=[O:19])[o:16]2)[cH:10]1.[N:1]#[N:2].[OH2:42].[OH:20][CH2:21][CH2:22][OH:23]>>[N+:3](=[O:4])([O-:5])[c:6]1[cH:7][n:8][n:9]([CH2:11][c:12]2[cH:13][cH:14][c:15]([C:17]3([CH3:18])[O:19][CH2:22][CH2:21][O:20]3)[o:16]2)[cH:10]1.